From a dataset of the Open Reaction Database (ORD), a public repository of structured organic reaction records. describe an organic reaction: reactants, conditions, products, and yield Starting materials: O=C([O-])[O-], C1COCCO1, CC1(C)OCC(c2cncc(B3OC(C)(C)C(C)(C)O3)c2)CO1, [Cl-], Clc1nc(NCc2ccccn2)c2c(-c3ccccc3)cccc2n1, ClCCl, [K+], [K+], O. Product: CC1(C)OCC(c2cncc(-c3nc(NCc4ccccn4)c4c(-c5ccccc5)cccc4n3)c2)CO1. As a reaction SMILES: [C:49](=[O:50])([O-:51])[O-:52].[CH2:59]1[O:60][CH2:61][CH2:62][O:63][CH2:64]1.[CH3:26][C:27]1([CH3:48])[O:28][CH2:29][CH:30]([c:33]2[cH:34][n:35][cH:36][c:37]([B:39]3[O:40][C:41]([CH3:42])([CH3:43])[C:44]([CH3:45])([CH3:46])[O:47]3)[cH:38]2)[CH2:31][O:32]1.[Cl-:58].[Cl:1][c:2]1[n:3][c:4]2[cH:5][cH:6][cH:7][c:8](-[c:20]3[cH:21][cH:22][cH:23][cH:24][cH:25]3)[c:9]2[c:10]([NH:12][CH2:13][c:14]2[n:15][cH:16][cH:17][cH:18][cH:19]2)[n:11]1.[Cl:55][CH2:56][Cl:57].[K+:53].[K+:54].[OH2:65]>>[c:2]1(-[c:37]2[cH:36][n:35][cH:34][c:33]([CH:30]3[CH2:29][O:28][C:27]([CH3:26])([CH3:48])[O:32][CH2:31]3)[cH:38]2)[n:3][c:4]2[cH:5][cH:6][cH:7][c:8](-[c:20]3[cH:21][cH:22][cH:23][cH:24][cH:25]3)[c:9]2[c:10]([NH:12][CH2:13][c:14]2[n:15][cH:16][cH:17][cH:18][cH:19]2)[n:11]1. Reactants: CCOC(=O)c1ccc2c(c1)CC(C)(C)C(c1cccc(NC(C)(C)C(=O)N(C)C)c1)N2, CO, Cl, [Na+], C1CCOC1, [OH-], O. Product: CN(C)C(=O)C(C)(C)Nc1cccc(C2Nc3ccc(C(=O)O)cc3CC2(C)C)c1. As a reaction SMILES: [CH2:1]([CH3:2])[O:3][C:4](=[O:5])[c:6]1[cH:7][c:8]2[c:13]([cH:14][cH:15]1)[NH:12][CH:11]([c:16]1[cH:17][c:18]([NH:22][C:23]([CH3:24])([CH3:25])[C:26]([N:27]([CH3:28])[CH3:29])=[O:30])[cH:19][cH:20][cH:21]1)[C:10]([CH3:31])([CH3:32])[CH2:9]2.[CH3:34][OH:35].[ClH:33].[Na+:42].[O:36]1[CH2:37][CH2:38][CH2:39][CH2:40]1.[OH-:41].[OH2:43]>>[O:3]=[C:4]([OH:5])[c:6]1[cH:7][c:8]2[c:13]([cH:14][cH:15]1)[NH:12][CH:11]([c:16]1[cH:17][c:18]([NH:22][C:23]([CH3:24])([CH3:25])[C:26]([N:27]([CH3:28])[CH3:29])=[O:30])[cH:19][cH:20][cH:21]1)[C:10]([CH3:31])([CH3:32])[CH2:9]2. Reactants: COc1ccc(CN(C)c2cc(Oc3ccc4c(c3)CC(C(=O)Nc3cccc(C(C)(C)C)c3)CC4)ccn2)cc1, ClCCl, O=C(O)C(F)(F)F. Yields the product CNc1cc(Oc2ccc3c(c2)CC(C(=O)Nc2cccc(C(C)(C)C)c2)CC3)ccn1. As a reaction SMILES: [C:1]([CH3:2])([CH3:3])([CH3:4])[c:5]1[cH:6][c:7]([NH:11][C:12](=[O:13])[CH:14]2[CH2:15][c:16]3[cH:17][c:18]([O:24][c:25]4[cH:26][c:27]([N:31]([CH3:32])[CH2:33][c:34]5[cH:35][cH:36][c:37]([O:38][CH3:39])[cH:40][cH:41]5)[n:28][cH:29][cH:30]4)[cH:19][cH:20][c:21]3[CH2:22][CH2:23]2)[cH:8][cH:9][cH:10]1.[Cl:42][CH2:43][Cl:44].[F:45][C:46]([F:47])([F:48])[C:49]([OH:50])=[O:51]>>[C:1]([CH3:2])([CH3:3])([CH3:4])[c:5]1[cH:6][c:7]([NH:11][C:12](=[O:13])[CH:14]2[CH2:15][c:16]3[cH:17][c:18]([O:24][c:25]4[cH:26][c:27]([NH:31][CH3:32])[n:28][cH:29][cH:30]4)[cH:19][cH:20][c:21]3[CH2:22][CH2:23]2)[cH:8][cH:9][cH:10]1. Reported procedure: The titled compound was prepared from N-(2-[2-methoxyphenyl]-propyl)-N-(2-chloro-3-trifluoromethylbenzyl)-3-(3-carbomethoxymethylenephenoxy)propylamine in 62% yield in the same manner as the preparation of N-(2-[2-Chlorophenyl]-propyl)-N-(2-chloro-3-trifluoromethylbenzyl)-3-(3-carboxymethylenephenoxy)propylamine in Example 184g. MS (ESI) 550 (MH+). Yields the product Cl.COC1=C(C=CC=C1)C(CN(CC1=C(C(=CC=C1)C(F)(F)F)Cl)CCCOC=1CC(C=CC1)=CC(=O)O)C (N-(2-[2-Methoxyphenyl]-propyl)-N-(2-chloro-3-trifluoromethylbenzyl)-3-(3-carboxymethylenephenoxy)propylamine, hydrochloride). Yield: 62.0%. Reactants: COC1=C(C=CC=C1)C(CN(CC1=C(C(=CC=C1)C(F)(F)F)Cl)CCCOC=1CC(C=CC1)=CC(=O)OC)C (N-(2-[2-methoxyphenyl]-propyl)-N-(2-chloro-3-trifluoromethylbenzyl)-3-(3-carbomethoxymethylenephenoxy)propylamine), ClC1=C(C=CC=C1)C(CN(CC1=C(C(=CC=C1)C(F)(F)F)Cl)CCCOC=1CC(C=CC1)=CC(=O)O)C (N-(2-[2-Chlorophenyl]-propyl)-N-(2-chloro-3-trifluoromethylbenzyl)-3-(3-carboxymethylenephenoxy)propylamine). Reaction SMILES: [CH3:1][O:2][C:3]1[CH:8]=[CH:7][CH:6]=[CH:5][C:4]=1[CH:9]([CH3:39])[CH2:10][N:11]([CH2:24][CH2:25][CH2:26][O:27][C:28]1[CH2:29][C:30](=[CH:34][C:35]([O:37]C)=[O:36])[CH:31]=[CH:32][CH:33]=1)[CH2:12][C:13]1[CH:18]=[CH:17][CH:16]=[C:15]([C:19]([F:22])([F:21])[F:20])[C:14]=1[Cl:23].ClC1C=CC=CC=1C(C)CN(CCCOC1CC(=CC(O)=O)C=CC=1)CC1C=CC=C(C(F)(F)F)C=1Cl>>[ClH:23].[CH3:1][O:2][C:3]1[CH:8]=[CH:7][CH:6]=[CH:5][C:4]=1[CH:9]([CH3:39])[CH2:10][N:11]([CH2:24][CH2:25][CH2:26][O:27][C:28]1[CH2:29][C:30](=[CH:34][C:35]([OH:37])=[O:36])[CH:31]=[CH:32][CH:33]=1)[CH2:12][C:13]1[CH:18]=[CH:17][CH:16]=[C:15]([C:19]([F:22])([F:20])[F:21])[C:14]=1[Cl:23] |f:2.3|. Reactants: CI (methyl iodide), [H-].[Na+] (sodium hydride), ice water, ClC1=CC=C(CN(C(=S)NC)C)C=C1 (N-(4-chlorobenzyl)-N-methyl-N'-methylthiourea). The solvent is C1CCOC1 (THF). Yields the product CSC(N(C)CC1=CC=C(C=C1)Cl)=NC (S-methyl-N-(4-chlorobenzyl)-N-methyl-N'-methylisothiourea). RXN SMILES: [Cl:1][C:2]1[CH:14]=[CH:13][C:5]([CH2:6][N:7]([CH3:12])[C:8]([NH:10][CH3:11])=[S:9])=[CH:4][CH:3]=1.[H-].[Na+].[CH3:17]I>C1COCC1>[CH3:17][S:9][C:8](=[N:10][CH3:11])[N:7]([CH2:6][C:5]1[CH:13]=[CH:14][C:2]([Cl:1])=[CH:3][CH:4]=1)[CH3:12] |f:1.2|. Reported procedure: In 50 ml of dry THF was dissolved 4.69 g (0.0205 mole) of N-(4-chlorobenzyl)-N-methyl-N'-methylthiourea, followed by addition of 0.82 g of 60% sodium hydride (oil). The mixture was refluxed for 1 hour. Then, under cooling with ice-water and stirring, 1.277 ml of methyl iodide was added dropwise and after completion of dropwise addition, the mixture was further stirred at room temperature for 45 minutes. The THF was distilled off and the residue was diluted with water (about 50 ml), saturated wit... The product is CCCCCCNC1=C(c2ccccc2)S(=O)(=O)N(CCOC)C1=O. Starting materials: CCCCCCN, COCCN1C(=O)C(Cl)=C(c2ccccc2)S1(=O)=O. Reaction SMILES: [CH2:20]([CH2:21][CH2:22][CH2:23][CH2:24][CH3:25])[NH2:26].[Cl:1][C:2]1=[C:6]([c:7]2[cH:8][cH:9][cH:10][cH:11][cH:12]2)[S:5](=[O:13])(=[O:14])[N:4]([CH2:15][CH2:16][O:17][CH3:18])[C:3]1=[O:19]>>[C:2]1([NH:26][CH2:20][CH2:21][CH2:22][CH2:23][CH2:24][CH3:25])=[C:6]([c:7]2[cH:8][cH:9][cH:10][cH:11][cH:12]2)[S:5](=[O:13])(=[O:14])[N:4]([CH2:15][CH2:16][O:17][CH3:18])[C:3]1=[O:19]. Starting materials: CC(C)(C)N(C(=O)[O-])C1c2ccccc2CC1NC(=O)c1cc2cc(Cl)sc2[nH]1, ClCCl, O=C(O)C(F)(F)F. Yields the product NC1c2ccccc2CC1NC(=O)c1cc2cc(Cl)sc2[nH]1. RXN SMILES: [C:1]([N:5]([C:2](=[O:3])[O-:4])[CH:9]1[CH:10]([NH:18][C:19](=[O:20])[c:21]2[cH:22][c:23]3[c:24]([nH:25]2)[s:26][c:27]([Cl:29])[cH:28]3)[CH2:11][c:12]2[cH:13][cH:14][cH:15][cH:16][c:17]21)([CH3:6])([CH3:7])[CH3:8].[Cl:37][CH2:38][Cl:39].[F:30][C:31]([F:32])([F:33])[C:34]([OH:35])=[O:36]>>[NH2:5][CH:9]1[CH:10]([NH:18][C:19](=[O:20])[c:21]2[cH:22][c:23]3[c:24]([nH:25]2)[s:26][c:27]([Cl:29])[cH:28]3)[CH2:11][c:12]2[cH:13][cH:14][cH:15][cH:16][c:17]21.